This data is from the Open Reaction Database (ORD), a public repository of structured organic reaction records. The task is: describe an organic reaction: reactants, conditions, products, and yield Starting materials: CCO, CCN1C(=O)C(F)(F)CN(C2CCCC2)c2nc(Cl)ncc21, Cl, COc1cc(C(=O)O)ccc1N. Yields the product CCN1C(=O)C(F)(F)CN(C2CCCC2)c2nc(Nc3ccc(C(=O)O)cc3OC)ncc21. As a reaction SMILES: [CH3:36][CH2:37][OH:38].[Cl:1][c:2]1[n:3][cH:4][c:5]2[c:6]([n:22]1)[N:7]([CH:17]1[CH2:18][CH2:19][CH2:20][CH2:21]1)[CH2:8][C:9]([F:15])([F:16])[C:10](=[O:14])[N:11]2[CH2:12][CH3:13].[ClH:35].[NH2:23][c:24]1[c:25]([O:33][CH3:34])[cH:26][c:27]([C:28](=[O:29])[OH:30])[cH:31][cH:32]1>>[c:2]1([NH:23][c:24]2[c:25]([O:33][CH3:34])[cH:26][c:27]([C:28](=[O:29])[OH:30])[cH:31][cH:32]2)[n:3][cH:4][c:5]2[c:6]([n:22]1)[N:7]([CH:17]1[CH2:18][CH2:19][CH2:20][CH2:21]1)[CH2:8][C:9]([F:15])([F:16])[C:10](=[O:14])[N:11]2[CH2:12][CH3:13]. Reactants: C(=O)(O)C=1C=NN(C1C(=O)N)C1=CC(=CC(=C1)Cl)Cl (4-carboxy-1-(3,5-dichlorophenyl)-5-pyrazolecarboxamide), CO (methanol). The product is ClC=1C=C(C=C(C1)Cl)N1N=CC(=C1C(=O)N)C(=O)OC (1-(3,5-dichlorophenyl)-4-methoxycarbonyl-5-pyrazolecarboxamide). As a reaction SMILES: [C:1]([C:4]1[CH:5]=[N:6][N:7]([C:12]2[CH:17]=[C:16]([Cl:18])[CH:15]=[C:14]([Cl:19])[CH:13]=2)[C:8]=1[C:9]([NH2:11])=[O:10])([OH:3])=[O:2].[CH3:20]O>>[Cl:19][C:14]1[CH:13]=[C:12]([N:7]2[C:8]([C:9]([NH2:11])=[O:10])=[C:4]([C:1]([O:3][CH3:20])=[O:2])[CH:5]=[N:6]2)[CH:17]=[C:16]([Cl:18])[CH:15]=1. Procedure details: A 1.5 g portion of the compound of Example 2 was suspended in 30 ml of methanol, and hydrogen chloride gas was bubbled through the suspension for 1 minute. Then 30 ml of methanol was added over a 5 minute period while the addition of gas was continued. Then the mixture was heated under reflux for 2 hours, and was cooled and filtered. The solids were collected and dried to obtain 1.15 g of the desired product, m.p. 220°-222°. Starting materials: N(=O)[O-].[Na+] (sodium nitrite), N[C@@H](CCCCN)C(=O)O (L-lysine), NC(=O)N (urea), N(=O)O (nitrous acid). Solvent: O (water), OS(=O)(=O)O (H2SO4). Reaction conditions: time 4.5 hour. Yields the product NCCCC[C@@H](C(=O)O)O ((S)-6-Amino-2-hydroxyhexanoic acid). The yield is 56.0%. Reaction SMILES: N[C@H:2]([C:8]([OH:10])=[O:9])[CH2:3][CH2:4][CH2:5][CH2:6][NH2:7].N([O-])=[O:12].[Na+].N(O)=O.NC(N)=O>OS(O)(=O)=O.O>[NH2:7][CH2:6][CH2:5][CH2:4][CH2:3][C@H:2]([OH:12])[C:8]([OH:10])=[O:9] |f:1.2|. Procedure: The crude L-lysine.2H2SO4 was taken up in 10% H2SO4 (250 ml) and treated dropwise with a solution of sodium nitrite (25.9 gm, 0.36 mole) in water (100 ml) at 45°-50° C. (bath temperature) over a period of 2 hours. When the addition was complete, the mixture was stirred at 45°-50° C. for an additional 4.5 hours, the excess nitrous acid decomposed with urea and the mixture poured onto an AG-50-X8 ion exchange column (H+ form, 200 ml bed volume). The column was eluted with water and then aqueous NH...